Task: describe an organic reaction: reactants, conditions, products, and yield. Dataset: the Open Reaction Database (ORD), a public repository of structured organic reaction records Reactants: [OH-].[Na+] (sodium hydroxide), C1(=CC=CC=C1)C=1OC2=C(C1)C=CC=C2C(=O)OC (methyl 2-phenylbenzofuran-7-carboxylate), N1(CCCCC1)CCO (2-piperidinoethanol), C=1(C(=CC=CC1)C)C (xylene). The reagents and catalysts are CC(C)[O-].CC(C)[O-].CC(C)[O-].CC(C)[O-].[Ti+4] (tetraisopropyl orthotitanate). The solvent is C1(=CC=CC=C1)C (Toluene). Yields the product C1(=CC=CC=C1)C=1OC2=C(C1)C=CC=C2C(=O)OCCN2CCCCC2 (2-piperidinoethyl 2-phenylbenzofuran-7-carboxylate). Yield: 95.9%. RXN SMILES: [C:1]1([C:7]2[O:8][C:9]3[C:15]([C:16]([O:18][CH3:19])=[O:17])=[CH:14][CH:13]=[CH:12][C:10]=3[CH:11]=2)[CH:6]=[CH:5][CH:4]=[CH:3][CH:2]=1.[N:20]1([CH2:26]CO)[CH2:25][CH2:24][CH2:23][CH2:22][CH2:21]1.C1(C)C(C)=CC=CC=1.[OH-].[Na+]>CC([O-])C.CC([O-])C.CC([O-])C.CC([O-])C.[Ti+4].C1(C)C=CC=CC=1>[C:1]1([C:7]2[O:8][C:9]3[C:15]([C:16]([O:18][CH2:19][CH2:26][N:20]4[CH2:25][CH2:24][CH2:23][CH2:22][CH2:21]4)=[O:17])=[CH:14][CH:13]=[CH:12][C:10]=3[CH:11]=2)[CH:2]=[CH:3][CH:4]=[CH:5][CH:6]=1 |f:3.4,5.6.7.8.9|. Procedure: A mixture of 0.76 g of methyl 2-phenylbenzofuran-7-carboxylate, 0.46 g of 2-piperidinoethanol, 0.05 g of tetraisopropyl orthotitanate and 5 ml of xylene is refluxed for 4 hours. Toluene and an aqueous 10% sodium hydroxide solution are added to the reaction mixture and the mixture is filtered. The filtrate is washed with water, dried and evaporated to remove solvent. The residue is purified by silica gel column chromatography (solvent; chloroform:methanol=10:1) to give 1.01 g of 2-piperidinoethyl... Starting materials: NC=1C=CC(=NC1)OC1=C(C(=O)OC)C=C(C=C1)Cl (Methyl 2-[(5-aminopyridin-2-yl)oxy]-5-chlorobenzoate), N(=O)[O-].[Na+] (sodium nitrite), N (ammonia), [Cl-] (chloride). The solvent is Cl (hydrochloric acid), O (water), O (water), CC(=O)C (acetone), O (water). Reaction conditions: temperature 0 celsius. Product: ClC=1C=CC(=C(C(=O)OC)C1)OC1=NC=C(C=C1)Cl (Methyl 5-chloro-2-[(5-chloropyridin-2-yl)oxy]benzoate). Isolated yield 32.3%. RXN SMILES: N[C:2]1[CH:3]=[CH:4][C:5]([O:8][C:9]2[CH:18]=[CH:17][C:16]([Cl:19])=[CH:15][C:10]=2[C:11]([O:13][CH3:14])=[O:12])=[N:6][CH:7]=1.N([O-])=O.[Na+].[Cl-:24].N>Cl.O.CC(C)=O>[Cl:19][C:16]1[CH:17]=[CH:18][C:9]([O:8][C:5]2[CH:4]=[CH:3][C:2]([Cl:24])=[CH:7][N:6]=2)=[C:10]([CH:15]=1)[C:11]([O:13][CH3:14])=[O:12] |f:1.2|. Procedure details: To a solution of methyl 2-[(5-aminopyridin-2-yl)oxy]-5-chlorobenzoate (step 2 of Example 101, 1.00 g, 3.6 mmol) in 0.66 M hydrochloric acid (11 mL) was added sodium nitrite (252 mg, 3.6 mmol) in water (5 mL) at 0° C. The reaction mixture was stirred for 30 mim at 0° C. The mixture was added dropwise to a stirred suspension of cupper(II) chloride (1.21 g, 9.0 mmol) in acetone (18 mL) and water (5.4 mL). The whole was stirred at 50° C. for 30 min. Then the reaction mixture was poured into water an... RXN SMILES: [C:1]([O:2][CH:5]1[CH:6]([NH:10][C:11]([c:12]2[cH:13][cH:14][cH:15][cH:16][cH:17]2)([c:18]2[cH:19][cH:20][cH:21][cH:22][cH:23]2)[c:24]2[cH:25][cH:26][cH:27][cH:28][cH:29]2)[C:7](=[O:9])[NH:8]1)(=[O:3])[CH3:4].[CH3:39][OH:40].[Na+:38].[OH-:37].[SH:30][c:31]1[cH:32][cH:33][cH:34][cH:35][cH:36]1>>[CH:5]1([S:30][c:31]2[cH:32][cH:33][cH:34][cH:35][cH:36]2)[CH:6]([NH:10][C:11]([c:12]2[cH:13][cH:14][cH:15][cH:16][cH:17]2)([c:18]2[cH:19][cH:20][cH:21][cH:22][cH:23]2)[c:24]2[cH:25][cH:26][cH:27][cH:28][cH:29]2)[C:7](=[O:9])[NH:8]1. Starting materials: CC(=O)OC1NC(=O)C1NC(c1ccccc1)(c1ccccc1)c1ccccc1, CO, [Na+], [OH-], Sc1ccccc1. Product: O=C1NC(Sc2ccccc2)C1NC(c1ccccc1)(c1ccccc1)c1ccccc1.